From a dataset of the Open Reaction Database (ORD), a public repository of structured organic reaction records. describe an organic reaction: reactants, conditions, products, and yield Starting materials: [N+](=O)([O-])C1=CC=C(C=C1)CC(=O)O ((4-nitrophenyl)acetic acid), Cl.CNOC (N,O-dimethylhydroxylamine hydrochloride), O.ON1N=NC2=C1C=CC=C2 (1-hydroxybenzotriazole monohydrate), Cl.C(C)N=C=NCCCN(C)C (1-ethyl-3-(3-dimethylaminopropyl)carbodiimide hydrochloride). The reagents and catalysts are CN(C)C1=CC=NC=C1 (4-(N,N-dimethylamino)pyridine). Run in CN(C)C=O (DMF), C(C)N(CC)CC (triethylamine), O (Water). Reaction conditions: time 8 hour. The product is CON(C(CC1=CC=C(C=C1)[N+](=O)[O-])=O)C (N-methoxy-N-methyl-2-(4-nitrophenyl)acetoamide). Yield: 87.8%. As a reaction SMILES: [N+:1]([C:4]1[CH:9]=[CH:8][C:7]([CH2:10][C:11]([OH:13])=O)=[CH:6][CH:5]=1)([O-:3])=[O:2].Cl.[CH3:15][NH:16][O:17][CH3:18].O.ON1C2C=CC=CC=2N=N1.Cl.C(N=C=NCCCN(C)C)C>CN(C=O)C.CN(C1C=CN=CC=1)C.O.C(N(CC)CC)C>[CH3:18][O:17][N:16]([CH3:15])[C:11](=[O:13])[CH2:10][C:7]1[CH:8]=[CH:9][C:4]([N+:1]([O-:3])=[O:2])=[CH:5][CH:6]=1 |f:1.2,3.4,5.6|. Procedure: To a solution of (4-nitrophenyl)acetic acid (30.0 g), N,O-dimethylhydroxylamine hydrochloride (21.0 g) and 1-hydroxybenzotriazole monohydrate (33.0 g) in DMF (450 ml) were added triethylamine (30 ml) and 4-(N,N-dimethylamino)pyridine (130 mg), and then 1-ethyl-3-(3-dimethylaminopropyl)carbodiimide hydrochloride (41.4 g) was added to the mixture, and then, the mixture was stirred overnight under nitrogen atmosphere. Water was added to the mixture, and the mixture extracted with ethyl acetate twic... The reactants are solution, C(C)[Mg]Br (ethylmagnesium bromide), S1C(=CC=C1)C=O (2-thiophene carboxaldehyde). The solvent is C1CCOC1 (THF). Run at temperature 23 celsius. The product is C(C)C(O)C=1SC=CC1 (Ethyl thien-2-yl carbinol). RXN SMILES: [CH2:1]([Mg]Br)[CH3:2].[S:5]1[CH:9]=[CH:8][CH:7]=[C:6]1[CH:10]=[O:11]>C1COCC1>[CH2:1]([CH:10]([C:6]1[S:5][CH:9]=[CH:8][CH:7]=1)[OH:11])[CH3:2]. Reported procedure: A 1.0M solution of ethylmagnesium bromide in THF (100 mL) is cooled to -78° C. and 2-thiophene carboxaldehyde (9.35 mL) is added. The reaction is allowed to warm to 23° C. for 1 h, then recooled to -78° C. and quenched with saturated ammonium chloride. After allowing to warm to 23° C., the reaction is extracted with ether (800 mL) and the ethereal layer is washed with water (2×150 mL) and brine. The organic phase is dried over MgSO4, filtered and concentrated in vacuo. The product is purified by... Starting materials: O(C1=CC=CC=C1)S(=O)(=O)C=1C=CC(=C(N)C1)NC(=O)N (5-phenoxysulfonyl-2-ureidoaniline), COC(=O)NC(SC)=NC(=O)OC (N,N'-bismethoxycarbonyl-S-methylisothiourea), C1(=CC=C(C=C1)S(=O)(=O)O)C (p-toluenesulfonic acid). Run in CO (methanol), C(C)(=O)OCC (ethyl acetate). The product is COC(=O)NC(=NC1=C(C=CC(=C1)S(=O)(=O)OC1=CC=CC=C1)NC(=O)N)NC(=O)OC (N,N'-Bismethoxycarbonyl-N"-(5-phenoxysulfonyl-2-ureidophenyl)guanidine). Reaction SMILES: [O:1]([S:8]([C:11]1[CH:12]=[CH:13][C:14]([NH:18][C:19]([NH2:21])=[O:20])=[C:15]([CH:17]=1)[NH2:16])(=[O:10])=[O:9])[C:2]1[CH:7]=[CH:6][CH:5]=[CH:4][CH:3]=1.[CH3:22][O:23][C:24]([NH:26][C:27](=[N:30][C:31]([O:33][CH3:34])=[O:32])SC)=[O:25].C1(C)C=CC(S(O)(=O)=O)=CC=1>CO.C(OCC)(=O)C>[CH3:34][O:33][C:31]([NH:30][C:27]([NH:26][C:24]([O:23][CH3:22])=[O:25])=[N:16][C:15]1[CH:17]=[C:11]([S:8]([O:1][C:2]2[CH:3]=[CH:4][CH:5]=[CH:6][CH:7]=2)(=[O:9])=[O:10])[CH:12]=[CH:13][C:14]=1[NH:18][C:19]([NH2:21])=[O:20])=[O:32]. Procedure: 15.3 g of 5-phenoxysulfonyl-2-ureidoaniline, 12 g of N,N'-bismethoxycarbonyl-S-methylisothiourea and 100 mg of p-toluenesulfonic acid in 80 ml of methanol and 80 ml of ethyl acetate are stirred under reflux for four hours. After cooling down, the solid is filtered off with suction and washed with ethyl acetate and diisopropyl ether. For recrystallization, the solid is dissolved in dimethylformamide at about 50° C., treated with active charcoal, filtered, ethyl acetate and diisopropyl ether are a... Starting materials: C1(=CC=CC=C1)S(=O)(=O)N1C=CC=2C1=NC=C(C2)C2=NN(C=C2C2=NC(=NC=C2)S(=O)(=O)C)CC#N ([3-(1-Benzenesulfonyl-1H-pyrrolo[2,3-b]pyridin-5-yl)-4-(2-methanesulfonyl-pyrimidin-4-yl)-pyrazol-1-yl]-acetonitrile), NC[C@H](C)O ((S)-(+)-1-amino-2-propanol). Solvent: C1CCOC1 (THF). Reaction conditions: temperature 80 celsius. The product is C1(=CC=CC=C1)S(=O)(=O)N1C=CC=2C1=NC=C(C2)C2=NN(C=C2C2=NC(=NC=C2)NC[C@H](C)O)CC#N ({3-(1-Benzenesulfonyl-1H-pyrrolo[2,3-b]pyridin-5-yl)-4-[2-((S)-2-hydroxy-propylamino)-pyrimidin-4-yl]-pyrazol-1-yl}-acetonitrile). The yield is 71.3%. RXN SMILES: [C:1]1([S:7]([N:10]2[C:14]3=[N:15][CH:16]=[C:17]([C:19]4[C:23]([C:24]5[CH:29]=[CH:28][N:27]=[C:26](S(C)(=O)=O)[N:25]=5)=[CH:22][N:21]([CH2:34][C:35]#[N:36])[N:20]=4)[CH:18]=[C:13]3[CH:12]=[CH:11]2)(=[O:9])=[O:8])[CH:6]=[CH:5][CH:4]=[CH:3][CH:2]=1.[NH2:37][CH2:38][C@@H:39]([OH:41])[CH3:40]>C1COCC1>[C:1]1([S:7]([N:10]2[C:14]3=[N:15][CH:16]=[C:17]([C:19]4[C:23]([C:24]5[CH:29]=[CH:28][N:27]=[C:26]([NH:37][CH2:38][C@@H:39]([OH:41])[CH3:40])[N:25]=5)=[CH:22][N:21]([CH2:34][C:35]#[N:36])[N:20]=4)[CH:18]=[C:13]3[CH:12]=[CH:11]2)(=[O:8])=[O:9])[CH:2]=[CH:3][CH:4]=[CH:5][CH:6]=1. Procedure details: A Mixture of the [3-(1-Benzenesulfonyl-1H-pyrrolo[2,3-b]pyridin-5-yl)-4-(2-methanesulfonyl-pyrimidin-4-yl)-pyrazol-1-yl]-acetonitrile (C-1-5) (310 mg, 0.6 mmol) and (S)-(+)-1-amino-2-propanol (134 mg, 1.8 mmol) in THF (5 mL) was heated at 80° C. for 18 hr. The mixture was concentrated onto silica gel then purified on silica gel using a gradient of 0-6% methanol in a mixture of dichloromethane and ethyl acetate (1:1) as eluent to yield 220 mg (72%) of {3-(1-Benzenesulfonyl-1H-pyrrolo[2,3-b]pyridi... Starting materials: S1C(=NC2=C1C=CC=C2)C=2C(=NC=C(C2)C=2C=NN(C2)C2CC1CCC(C2)N1C)N (3-benzothiazol-2-yl-5-[1-(8-methyl-8-azabicyclo[3.2.1]oct-3-yl)-1H-pyrazol-4-yl]-pyridin-2-ylamine), C(=O)([O-])[O-].[K+].[K+] (K2CO3), ClC(=O)OCC (ethyl chloroformate). The solvent is C1(=CC=CC=C1)C (toluene), C1(=CC=CC=C1)C (toluene), O (water). Reaction conditions: temperature 110 celsius. Product: C(C)OC(=O)N1C2CC(CC1CC2)N2N=CC(=C2)C=2C=NC(=C(C2)C=2SC1=C(N2)C=CC=C1)N (3-[4-(6-Amino-5-benzothiazol-2-ylpyridin-3-yl)-pyrazol-1-yl]-8-azabicyclo[3.2.1]octane-8-carboxylic acid ethyl ester). RXN SMILES: [S:1]1[C:5]2[CH:6]=[CH:7][CH:8]=[CH:9][C:4]=2[N:3]=[C:2]1[C:10]1[C:11]([NH2:30])=[N:12][CH:13]=[C:14]([C:16]2[CH:17]=[N:18][N:19]([CH:21]3[CH2:27][CH:26]4[N:28](C)[CH:23]([CH2:24][CH2:25]4)[CH2:22]3)[CH:20]=2)[CH:15]=1.C([O-])([O-])=O.[K+].[K+].Cl[C:38]([O:40][CH2:41][CH3:42])=[O:39]>C1(C)C=CC=CC=1.O>[CH2:41]([O:40][C:38]([N:28]1[CH:26]2[CH2:25][CH2:24][CH:23]1[CH2:22][CH:21]([N:19]1[CH:20]=[C:16]([C:14]3[CH:13]=[N:12][C:11]([NH2:30])=[C:10]([C:2]4[S:1][C:5]5[CH:6]=[CH:7][CH:8]=[CH:9][C:4]=5[N:3]=4)[CH:15]=3)[CH:17]=[N:18]1)[CH2:27]2)=[O:39])[CH3:42] |f:1.2.3|. Procedure details: To a solution of 3-benzothiazol-2-yl-5-[1-(8-methyl-8-azabicyclo[3.2.1]oct-3-yl)-1H-pyrazol-4-yl]-pyridin-2-ylamine (50.8 mg, 0.122 mmol; 1 eq) and K2CO3 (1.2 mg, 0.0087 mmol, 7 mol %) in toluene (3 mL), ethyl chloroformate (67.0 mg, 0.617 mmol, 5 eq) in toluene (1 mL) was added. The solution was heated to reflux for a total of 10 h (temp=110° C.). The residue was dissolved in water. The aqueous mixture was extracted with CH2Cl2 (3×) and the combined organic layers were dried over anhydrous Na2S... Reactants: C1(CCCC1)C1=NC=2CC(CC(C2C(=C1C(C1=CC=C(C=C1)C(F)(F)F)F)C1=CC(=C(C=C1)F)F)O)(C)C (2-Cyclopentyl-4-(3,4-difluorophenyl)-3-[fluoro-(4-trifluoromethylphenyl)-methyl]-7,7-dimethyl-5,6,7,8-tetrahydroquinolin-5-ol), [Cl-].[Na+] (sodium chloride), C1(=CC=CC=C1)C (toluene), C(C(C)C)[Al]CC(C)C (diisobutylaluminium). Run in CO (methanol). Run at temperature -70 celsius, time 1 hour. Yields the product C1(CC1)C1=NC=2CC(CC(C2C(=C1CC1=CC=C(C=C1)C(F)(F)F)C1=CC(=C(C=C1)F)F)O)(C)C (2-Cyclopropyl-4-(3,4-difluorophenyl)-3-(4-trifluoromethylbenzyl)-7,7-dimethyl-5,6,7,8-tetrahydroquinolin-5-ol). Yield: 76.9%. As a reaction SMILES: [CH:1]1([C:6]2[C:15]([CH:16](F)[C:17]3[CH:22]=[CH:21][C:20]([C:23]([F:26])([F:25])[F:24])=[CH:19][CH:18]=3)=[C:14]([C:28]3[CH:33]=[CH:32][C:31]([F:34])=[C:30]([F:35])[CH:29]=3)[C:13]3[CH:12]([OH:36])[CH2:11][C:10]([CH3:38])([CH3:37])[CH2:9][C:8]=3[N:7]=2)CC[CH2:3][CH2:2]1.C1(C)C=CC=CC=1.C([Al]CC(C)C)C(C)C.[Cl-].[Na+]>CO>[CH:1]1([C:6]2[C:15]([CH2:16][C:17]3[CH:22]=[CH:21][C:20]([C:23]([F:26])([F:25])[F:24])=[CH:19][CH:18]=3)=[C:14]([C:28]3[CH:33]=[CH:32][C:31]([F:34])=[C:30]([F:35])[CH:29]=3)[C:13]3[CH:12]([OH:36])[CH2:11][C:10]([CH3:37])([CH3:38])[CH2:9][C:8]=3[N:7]=2)[CH2:3][CH2:2]1 |f:3.4,^1:46|. Procedure: 280 mg (0.52 mmol) of the compound from Example 4 are dissolved in 40 ml of abs. toluene and, at from −10° C. to −15° C., admixed dropwise with 3.5 ml of 25% strength diisobutylaluminium hyride solution. The mixture is stirred for 1 hour, cooled to −70° C. and admixed dropwise with 0.2 ml of methanol. At 20° C., the mixture is admixed with sodium chloride solution, the phases are separated and the organic phase is dried. The evaporation residue is purified over a silica gel column Crystallizatio...